Dataset: the Open Reaction Database (ORD), a public repository of structured organic reaction records. Task: describe an organic reaction: reactants, conditions, products, and yield Reactants: FC(C(=O)O)(F)F (trifluoroacetic acid), C(C)(C)(C)OC(NC=1C=NC2=CC(=C(C=C2C1Cl)OC)OCCCN1CCCCC1)=O ([4-chloro-6-methoxy-7-(3-piperidin-1-yl-propoxy)-quinolin-3-yl]-carbamic acid tert-butylester), [OH-].[NH4+] (ammonium hydroxide). The solvent is ClCCl (dichloromethane). Run at time 2 hour. Yields the product ClC1=C(C=NC2=CC(=C(C=C12)OC)OCCCN1CCCCC1)N (4-chloro-6-methoxy-7-(3-piperidin-1-yl-propoxy)-quinolin-3-ylamine). Isolated yield 35.7%. RXN SMILES: C(OC(=O)[NH:7][C:8]1[CH:9]=[N:10][C:11]2[C:16]([C:17]=1[Cl:18])=[CH:15][C:14]([O:19][CH3:20])=[C:13]([O:21][CH2:22][CH2:23][CH2:24][N:25]1[CH2:30][CH2:29][CH2:28][CH2:27][CH2:26]1)[CH:12]=2)(C)(C)C.FC(F)(F)C(O)=O.[OH-].[NH4+]>ClCCl>[Cl:18][C:17]1[C:16]2[C:11](=[CH:12][C:13]([O:21][CH2:22][CH2:23][CH2:24][N:25]3[CH2:30][CH2:29][CH2:28][CH2:27][CH2:26]3)=[C:14]([O:19][CH3:20])[CH:15]=2)[N:10]=[CH:9][C:8]=1[NH2:7] |f:2.3|. Reported procedure: [4-chloro-6-methoxy-7-(3-piperidin-1-yl-propoxy)-quinolin-3-yl]-carbamic acid tert-butylester (1.8 g) was dissolved in dichloromethane and added trifluoroacetic acid (2 ml) and stirred at room temperature for 2 h. This was carefully basified with ammonium hydroxide solution and extracted the desired amino product with ethyl acetate. The solvent was evaporated to give 4-chloro-6-methoxy-7-(3-piperidin-1-yl-propoxy)-quinolin-3-ylamine (0.500 g). MS(ES) 350 (M+H). Reactants: FC(C=1C=C(C=CC1C(F)(F)F)[N+](=O)[O-])(F)F (3,4-bis(trifluoromethyl)nitrobenzene), Cl[Sn]Cl (SnCl2). Run in C(C)O (ethanol). Reaction conditions: temperature 70 celsius. The product is FC(C=1C=C(N)C=CC1C(F)(F)F)(F)F (3,4-Bis(trifluoromethyl)aniline). Isolated yield 99.5%. RXN SMILES: [F:1][C:2]([F:17])([F:16])[C:3]1[CH:4]=[C:5]([N+:13]([O-])=O)[CH:6]=[CH:7][C:8]=1[C:9]([F:12])([F:11])[F:10].Cl[Sn]Cl>C(O)C>[F:1][C:2]([F:16])([F:17])[C:3]1[CH:4]=[C:5]([CH:6]=[CH:7][C:8]=1[C:9]([F:10])([F:11])[F:12])[NH2:13]. Procedure: A mixture of 261 mg (1.00 mmol) of 3,4-bis(trifluoromethyl)nitrobenzene and 989 mg (5.23 mmol) of SnCl2 in 6 mL of ethanol was heated at 70° C. for 2 h. It was evaporated to dryness and the residue was treated with 1N NaOH to pH=13. White precipitate was observed. The mixture was extracted by CHCl3 (4×8 mL). The extract was dried (MgSO4) and evaporated to leave 228 mg (99%) of oil. 1H NMR (CDCl3), 4.167 (sb, 2), 6.803 (d, 1, J=7.41), 7.026 (s, 1), 7.579 (d, 1, J=8.58). 19F NMR (CDCl3), 55.014 (q... Starting materials: CCOC(=O)c1cnn(C)c1C(=O)O, CCCP(=O)(O)O, CCOC(C)=O, CCN(C(C)C)C(C)C, Nc1ccn2cc(-c3cccc(OCCF)c3)nc2n1. The product is CCOC(=O)c1cnn(C)c1C(=O)Nc1ccn2cc(-c3cccc(OCCF)c3)nc2n1. RXN SMILES: [CH2:21]([CH3:22])[O:23][C:24](=[O:25])[c:26]1[cH:27][n:28][n:29]([CH3:34])[c:30]1[C:31](=[O:32])[OH:33].[CH2:44]([P:45]([OH:46])([OH:47])=[O:48])[CH2:49][CH3:50].[CH3:51][CH2:52][O:53][C:54]([CH3:55])=[O:56].[CH:35]([N:36]([CH2:37][CH3:38])[CH:39]([CH3:40])[CH3:41])([CH3:42])[CH3:43].[F:1][CH2:2][CH2:3][O:4][c:5]1[cH:6][c:7](-[c:11]2[n:12][c:13]3[n:14]([cH:15][cH:16][c:17]([NH2:19])[n:18]3)[cH:20]2)[cH:8][cH:9][cH:10]1>>[F:1][CH2:2][CH2:3][O:4][c:5]1[cH:6][c:7](-[c:11]2[n:12][c:13]3[n:14]([cH:15][cH:16][c:17]([NH:19][C:31]([c:30]4[c:26]([C:24]([O:23][CH2:21][CH3:22])=[O:25])[cH:27][n:28][n:29]4[CH3:34])=[O:32])[n:18]3)[cH:20]2)[cH:8][cH:9][cH:10]1. Reactants: compounds 37.1, OC=1C=C(C=CC1)CCC(=O)O (3-(3-Hydroxyphenyl)propanoic acid), BrCC1=CC(=C(C=C1)Cl)OC(F)(F)F (4-(Bromomethyl)-1-chloro-2-(trifluoromethoxy)benzene). The product is ClC1=C(C=C(COC=2C=C(C=CC2)CCC(=O)O)C=C1)OC(F)(F)F (3-(3-(4-Chloro-3-(trifluoromethoxy)benzyloxy)phenyl)-propanoic acid). As a reaction SMILES: [OH:1][C:2]1[CH:3]=[C:4]([CH2:8][CH2:9][C:10]([OH:12])=[O:11])[CH:5]=[CH:6][CH:7]=1.Br[CH2:14][C:15]1[CH:20]=[CH:19][C:18]([Cl:21])=[C:17]([O:22][C:23]([F:26])([F:25])[F:24])[CH:16]=1>>[Cl:21][C:18]1[CH:19]=[CH:20][C:15]([CH2:14][O:1][C:2]2[CH:3]=[C:4]([CH2:8][CH2:9][C:10]([OH:12])=[O:11])[CH:5]=[CH:6][CH:7]=2)=[CH:16][C:17]=1[O:22][C:23]([F:24])([F:26])[F:25]. Procedure: Compound 37.3 was synthesized using the alkylation and hydrolysis procedure of Example 13 above using compounds 37.1 and 37.2. 3-(3-Hydroxyphenyl)propanoic acid is available from Alfa Aesar Avocado, and Lancaster). 4-(Bromomethyl)-1-chloro-2-(trifluoromethoxy)benzene is available from Alfa Aesar, Lancaster, and Avocado. MS ESI (neg.) m/e: 373 (M−H). Reactants: C=CC(=O)OC, CC(=O)[O-], CC(=O)[O-], CCCCN(CCCC)CCCC, COc1ccc(I)cc1, O, [Pd+2]. Yields the product COC(=O)C=Cc1ccc(OC)cc1. As a reaction SMILES: [C:10]([CH:11]=[CH2:12])(=[O:13])[O:14][CH3:15].[C:29]([O-:30])(=[O:31])[CH3:32].[C:34]([O-:35])(=[O:36])[CH3:37].[CH2:16]([N:17]([CH2:18][CH2:19][CH2:20][CH3:21])[CH2:22][CH2:23][CH2:24][CH3:25])[CH2:26][CH2:27][CH3:28].[I:1][c:2]1[cH:3][cH:4][c:5]([O:8][CH3:9])[cH:6][cH:7]1.[OH2:38].[Pd+2:33]>>[c:2]1([CH:12]=[CH:11][C:10](=[O:13])[O:14][CH3:15])[cH:3][cH:4][c:5]([O:8][CH3:9])[cH:6][cH:7]1.